From a dataset of the Open Reaction Database (ORD), a public repository of structured organic reaction records. describe an organic reaction: reactants, conditions, products, and yield Reactants: Cl (HCl), Cl.Cl.C(CCC)C=1N=NC(=CC1C1=CC=C(C=C1)OC1CCCCC1)OC1CCNCC1 (3-butyl-4-(4-cyclohexyloxy-phenyl)-6-(piperidin-4-yloxy)-pyridazine dihydrochloride), BrCCC1OCCCO1 (2-(2-bromoethyl)-1,3-dioxane), C([O-])([O-])=O.[K+].[K+] (potassium carbonate). Solvent: CCOCC (ether), CN(C)C=O (DMF), C(Cl)Cl (DCM), O.CCOC(=O)C (water EtOAc). Reaction conditions: time 3 hour. The product is Cl.Cl.C(CCC)C=1N=NC(=CC1C1=CC=C(C=C1)OC1CCCCC1)OC1CCN(CC1)CCC1OCCCO1 (3-Butyl-4-(4-cyclohexyloxy-phenyl)-6-[1-(2-[1,3]dioxan-2-yl-ethyl)-piperidin-4-yloxy]-pyridazine dihydrochloride). Yield: 73.7%. RXN SMILES: [ClH:1].Cl.[CH2:3]([C:7]1[N:8]=[N:9][C:10]([O:26][CH:27]2[CH2:32][CH2:31][NH:30][CH2:29][CH2:28]2)=[CH:11][C:12]=1[C:13]1[CH:18]=[CH:17][C:16]([O:19][CH:20]2[CH2:25][CH2:24][CH2:23][CH2:22][CH2:21]2)=[CH:15][CH:14]=1)[CH2:4][CH2:5][CH3:6].Br[CH2:34][CH2:35][CH:36]1[O:41][CH2:40][CH2:39][CH2:38][O:37]1.C(=O)([O-])[O-].[K+].[K+].Cl>CN(C=O)C.O.CCOC(C)=O.C(Cl)Cl.CCOCC>[ClH:1].[ClH:1].[CH2:3]([C:7]1[N:8]=[N:9][C:10]([O:26][CH:27]2[CH2:32][CH2:31][N:30]([CH2:34][CH2:35][CH:36]3[O:41][CH2:40][CH2:39][CH2:38][O:37]3)[CH2:29][CH2:28]2)=[CH:11][C:12]=1[C:13]1[CH:14]=[CH:15][C:16]([O:19][CH:20]2[CH2:25][CH2:24][CH2:23][CH2:22][CH2:21]2)=[CH:17][CH:18]=1)[CH2:4][CH2:5][CH3:6] |f:0.1.2,4.5.6,9.10,13.14.15|. Reported procedure: To a solution of 3-butyl-4-(4-cyclohexyloxy-phenyl)-6-(piperidin-4-yloxy)-pyridazine dihydrochloride (Example 14, 0.1 mmol, 49 mg) in DMF (1 mL) was added 2-(2-bromoethyl)-1,3-dioxane (0.3 mmol, 40 μL), and potassium carbonate (0.4 mmol, 56 mg). The mixture was stirred at room temperature for 3 hours. It was then diluted with water/EtOAc. The organic layers were combined, dried, and condensed in vacuo and the residue was purified by silica gel chromatography (DCM to DCM+10% 2N ammonia in MeOH) t... The reactants are O=C(C=1C=CC=CC1OC)C. Reagents/catalysts: O1B(OC(C)(C)C1(C)C)B2OC(C)(C)C(O2)(C)C, N=1C=CC(=CC1C=2N=CC=C(C2)C(C)(C)C)C(C)(C)C, C[OH2+].C[OH2+].C1CC=CCCC=C1.C1CC=CCCC=C1.[Ir].[Ir]. Run in O(C)C(C)(C)C. Conditions: temperature 25 celsius, time 16 hour. The product is O=C(C1=CC=C(C=C1OC)B2OC(C)(C)C(O2)(C)C)C, O=C(C1=CC(=CC=C1OC)B2OC(C)(C)C(O2)(C)C)C. The yield is 11.0%. Reported procedure: General  procedure Cwas  applied  to 1-(2-methoxyphenyl)ethanone15d(60mg, 0.4mmol).  The  reaction mixture was  stirredat  room  temperature for  16hours giving  a  conversion  of  >99%  (GC-MS)  and 16dand 17din a 89:11mixture(1H NMR spectrum)and some unreacted starting material 15d. RXN SMILES: [CH2:1]([CH:3]1[CH2:8][CH2:7][CH2:6][N:5]=[C:4]1OC)[CH3:2].[Cl-:11].[NH4+:12]>CO>[ClH:11].[CH2:1]([CH:3]1[CH2:8][CH2:7][CH2:6][NH:5][C:4]1=[NH:12])[CH3:2] |f:1.2,4.5|. Product: Cl.C(C)C1C(NCCC1)=N (3-ethylpiperidin-2-imine, monohydrochloride). Solvent: CO (MeOH). Starting materials: C(C)C1C(=NCCC1)OC (3-ethyl-3,4,5,6-tetrahydro-2-methoxypyridine), [Cl-].[NH4+] (ammonium chloride), title material. Reported procedure: The product of EXAMPLE 154 in MeOH is reacted with ammonium chloride by the method of EXAMPLE 27 to generate the title material. The reactants are C(C)(=O)O[C@@H]1[C@]([C@@H](CC1)C1CC2=CC=C(C=C2CC1)OC)(CC(=O)O)C ((1S,2S,5S)-2-acetoxy-5-(1,2,3,4-tetrahydro-6-methoxy-2-naphthyl)-1-methylcyclopentaneacetic acid), ClCCl (dichloromethane), [Li+].[AlH4-] (lithium tetrahydro-aluminate(1-)), [OH-].[Na+] (sodium hydroxide). The solvent is C(C)OCC (diethyl ether), C1CCOC1 (THF), CCOCC (ether). Product: COC=1C=C2CCC(CC2=CC1)[C@@H]1CC[C@@H]([C@]1(CCO)C)O ((1S,2S,5S)-5-(1,2,3,4-tetrahydro-6-methoxy-2-naphthyl)-2-hydroxy-1-methylcyclopentaneethanol). As a reaction SMILES: [Li+].[AlH4-].C([O:6][C@H:7]1[CH2:11][CH2:10][C@@H:9]([CH:12]2[CH2:21][CH2:20][C:19]3[C:14](=[CH:15][CH:16]=[C:17]([O:22][CH3:23])[CH:18]=3)[CH2:13]2)[C@:8]1([CH3:28])[CH2:24][C:25](O)=[O:26])(=O)C.[OH-].[Na+].ClCCl>CCOCC.C1COCC1>[CH3:23][O:22][C:17]1[CH:18]=[C:19]2[C:14](=[CH:15][CH:16]=1)[CH2:13][CH:12]([C@H:9]1[C@:8]([CH3:28])([CH2:24][CH2:25][OH:26])[C@@H:7]([OH:6])[CH2:11][CH2:10]1)[CH2:21][CH2:20]2 |f:0.1,3.4|. Procedure: To a slurry of 0.420 g of lithium tetrahydro-aluminate(1-) in 400 ml of ether is slowly added, with stirring, a solution of 0.780 g of (1S,2S,5S)-2-acetoxy-5-(1,2,3,4-tetrahydro-6-methoxy-2-naphthyl)-1-methylcyclopentaneacetic acid in a mixture of 10 ml of diethyl ether and 5 ml of THF. When the addition is complete, stirring is continued at room temperature for 18 hours, whereupon 1.7 ml of aqueous 5% sodium hydroxide followed by 40 ml of dichloromethane is introduced. The resultant mixture is ... Reaction SMILES: C([O:4][C:5]1[CH:10]=[C:9]([F:11])[C:8]([F:12])=[CH:7][C:6]=1[C:13](Cl)=[O:14])(=O)C.[NH2:16][C:17]1[CH:26]=[CH:25][C:20]([C:21]([O:23][CH3:24])=[O:22])=[CH:19][CH:18]=1>>[F:11][C:9]1[C:8]([F:12])=[CH:7][C:6]([C:13]([NH:16][C:17]2[CH:18]=[CH:19][C:20]([C:21]([O:23][CH3:24])=[O:22])=[CH:25][CH:26]=2)=[O:14])=[C:5]([OH:4])[CH:10]=1. The reactants are C(C)(=O)OC1=C(C=C(C(=C1)F)F)C(=O)Cl (2-(chlorocarbonyl)-4,5-difluorophenyl acetate), NC1=CC=C(C(=O)OC)C=C1 (methyl 4-aminobenzoate). Reported procedure: Analogous to the method described in Example 1, 2-(chlorocarbonyl)-4,5-difluorophenyl acetate (0.2 g, 0.85 mmol) and methyl 4-aminobenzoate (0.174 g, 1.1 mmol) were coupled to yield methyl 4-(4,5-difluoro-2-hydroxybenzamido)benzoate (0.186 g, 64%). RP-HPLC: 2.61 min; ES-MS (M+H)+=308.0. Yield: 71.2%. Yields the product FC1=CC(=C(C(=O)NC2=CC=C(C(=O)OC)C=C2)C=C1F)O (methyl 4-(4,5-difluoro-2-hydroxybenzamido)benzoate). Starting materials: N#N.Cl.C(C)(C)(C)OC([C@@H](N)CCCNCOC=NC(=O)OC(C)(C)C)=O (N2 (tert-butoxycarbonyl)-N5 -(iminomethoxymethyl)-L-ornithine tert-butyl ester hydrochloride), Cl (hydrochloric acid). Run in O1CCOCC1 (dioxane), O1CCOCC1 (dioxane). Run at temperature 22 celsius, time 8 hour. Yields the product Cl.Cl.N=COCNCCC[C@H](N)C(=O)O (N5 -(iminomethoxymethyl)-L-ornithine dihydrochloride). Yield: 206.3%. Reaction SMILES: N#N.[ClH:3].C([O:8][C:9](=[O:27])[C@H:10]([CH2:12][CH2:13][CH2:14][NH:15][CH2:16][O:17][CH:18]=[N:19]C(OC(C)(C)C)=O)[NH2:11])(C)(C)C.Cl>O1CCOCC1>[ClH:3].[ClH:3].[NH:19]=[CH:18][O:17][CH2:16][NH:15][CH2:14][CH2:13][CH2:12][C@@H:10]([C:9]([OH:27])=[O:8])[NH2:11] |f:0.1.2,5.6.7|. Reported procedure: A solution of 0.75 g (1.96 mmol) N2 -(tert-butoxycarbonyl)-N5 -(iminomethoxymethyl)-L-ornithine tert-butyl ester hydrochloride in 2 mL dioxane at 0° C. was treated with 15 mL of 4N hydrochloric acid in dioxane solution. The solution was stirred overnight at 22° C., concentrated to a crude paste, and freeze-dried from 8 mL of water. The product was freeze-dried a second time to yield 0.53 g N5 -(iminomethoxymethyl)-L-ornithine dihydrochloride. The product analyzed solvated with an additional 0.2 ... Starting materials: O=C(NC(Cc1ccccc1)C(O)C1=NCCS1)OCc1ccccc1, CC#N, C[Si](C)(C)I. The product is NC(Cc1ccccc1)C(O)C1=NCCS1. RXN SMILES: [CH2:6]([O:7][C:8](=[O:9])[NH:16][CH:17]([CH:18]([OH:19])[C:20]1=[N:24][CH2:23][CH2:22][S:21]1)[CH2:25][c:26]1[cH:27][cH:28][cH:29][cH:30][cH:31]1)[c:10]1[cH:11][cH:12][cH:13][cH:14][cH:15]1.[CH3:32][C:33]#[N:34].[I:1][Si:2]([CH3:3])([CH3:4])[CH3:5]>>[NH2:16][CH:17]([CH:18]([OH:19])[C:20]1=[N:24][CH2:23][CH2:22][S:21]1)[CH2:25][c:26]1[cH:27][cH:28][cH:29][cH:30][cH:31]1. Starting materials: polyphosphoric acid, COC(=O)C1=C(CC(=C(C1)NC1=CC=CC=C1)C(=O)OC)NC1=CC=CC=C1 (2,5-bis(phenylamino)-1,4-cyclohexadiene-1,4-dicarboxylic acid dimethyl ester). Solvent: O (water). Conditions: temperature 80 celsius. Product: C1C2=C(CC3=C1NC4=CC=CC=C4C3=O)NC5=CC=CC=C5C2=O (6,13-dihydroquinacridone). Yield: 95.6%. RXN SMILES: CO[C:3]([C:5]1[CH2:10][C:9]([NH:11][C:12]2[CH:17]=[CH:16][CH:15]=[CH:14][CH:13]=2)=[C:8]([C:18]([O:20]C)=O)[CH2:7][C:6]=1[NH:22][C:23]1[CH:28]=[CH:27][CH:26]=[CH:25][CH:24]=1)=[O:4]>O>[CH2:7]1[C:6]2[NH:22][C:23]3[C:24]([C:3](=[O:4])[C:5]=2[CH2:10][C:9]2[NH:11][C:12]4[C:13]([C:18](=[O:20])[C:8]1=2)=[CH:14][CH:15]=[CH:16][CH:17]=4)=[CH:25][CH:26]=[CH:27][CH:28]=3. Procedure details: To 120.0 g of polyphosphoric acid (118%) was added with stirring 20.0 g (52.9 mmol) of 2,5-bis(phenylamino)-1,4-cyclohexadiene-1,4-dicarboxylic acid dimethyl ester. The stirred mixture was irradiated in the microwave oven for 1.5 minutes. After the reaction mixture was cooled to 80° C., water was added with stirring. The resultant slurry was stirred for 5 minutes, after which the solid component was collected by filtration and washed with 3.0 liters of water. The presscake was dried overnight in... Yields the product Cc1cc(COc2ncc(Cl)nc2NS(=O)(=O)c2ccc(Cl)s2)no1. As a reaction SMILES: [CH3:1][c:2]1[cH:3][c:4]([CH2:7][OH:8])[n:5][o:6]1.[Cl:9][c:10]1[cH:11][cH:12][c:13]([S:15](=[O:16])(=[O:17])[NH:18][c:19]2[n:20][c:21]([Cl:26])[cH:22][n:23][c:24]2[Br:25])[s:14]1>>[CH3:1][c:2]1[cH:3][c:4]([CH2:7][O:8][c:24]2[c:19]([NH:18][S:15]([c:13]3[cH:12][cH:11][c:10]([Cl:9])[s:14]3)(=[O:16])=[O:17])[n:20][c:21]([Cl:26])[cH:22][n:23]2)[n:5][o:6]1. Starting materials: Cc1cc(CO)no1, O=S(=O)(Nc1nc(Cl)cnc1Br)c1ccc(Cl)s1. Reactants: O=C([O-])[O-], Clc1ncc(Cl)c(Cl)n1, ClCCl, [K+], [K+], Nc1ccc(N2CCOCC2)cc1, C1CCOC1, O. The product is Clc1ncc(Cl)c(Nc2ccc(N3CCOCC3)cc2)n1. As a reaction SMILES: [C:10](=[O:11])([O-:12])[O-:13].[Cl:1][c:2]1[n:3][cH:4][c:5]([Cl:9])[c:6]([Cl:8])[n:7]1.[Cl:35][CH2:36][Cl:37].[K+:14].[K+:15].[O:16]1[CH2:17][CH2:18][N:19]([c:22]2[cH:23][cH:24][c:25]([NH2:26])[cH:27][cH:28]2)[CH2:20][CH2:21]1.[O:30]1[CH2:31][CH2:32][CH2:33][CH2:34]1.[OH2:29]>>[Cl:1][c:2]1[n:3][cH:4][c:5]([Cl:9])[c:6]([NH:26][c:25]2[cH:24][cH:23][c:22]([N:19]3[CH2:18][CH2:17][O:16][CH2:21][CH2:20]3)[cH:28][cH:27]2)[n:7]1.